From a dataset of the Open Reaction Database (ORD), a public repository of structured organic reaction records. describe an organic reaction: reactants, conditions, products, and yield Starting materials: ClC1=C2C3=CC(CCC3(C(C2=CC(=C1Cl)OCC(=O)N)=O)CCC)=O ([(5,6-Dichloro-3,9-dioxo-9a-propyl-2,3,9,9a-tetrahydro-1H-fluoren-7-yl)oxy]acetamide), C1(CCCCC1)N=C=NC1CCCCC1 (N,N'-dicyclohexylcarbodiimide). Solvent: N1=CC=CC=C1 (pyridine), C(Cl)Cl (methylene chloride), N1=CC=CC=C1 (pyridine). The product is ClC1=C2C3=CC(CCC3(C(C2=CC(=C1Cl)OCC#N)=O)CCC)=O ([(5,6-dichloro-3,9-dioxo-9a-propyl-2,3,9,9a-tetrahydro-1H-fluoren-7-yl)oxy]acetonitrile). RXN SMILES: [Cl:1][C:2]1[C:14]([Cl:15])=[C:13]([O:16][CH2:17][C:18]([NH2:20])=O)[CH:12]=[C:11]2[C:3]=1[C:4]1[C:9]([CH2:22][CH2:23][CH3:24])([C:10]2=[O:21])[CH2:8][CH2:7][C:6](=[O:25])[CH:5]=1.C1(N=C=NC2CCCCC2)CCCCC1>N1C=CC=CC=1.C(Cl)Cl>[Cl:1][C:2]1[C:14]([Cl:15])=[C:13]([O:16][CH2:17][C:18]#[N:20])[CH:12]=[C:11]2[C:3]=1[C:4]1[C:9]([CH2:22][CH2:23][CH3:24])([C:10]2=[O:21])[CH2:8][CH2:7][C:6](=[O:25])[CH:5]=1. Reported procedure: [(5,6-Dichloro-3,9-dioxo-9a-propyl-2,3,9,9a-tetrahydro-1H-fluoren-7-yl)oxy]acetamide (3.65 g, 10 mMole) is dissolved in pyridine (25 ml) and N,N'-dicyclohexylcarbodiimide (2.17 g, 10.5 mMole) in pyridine (15 ml) is added portionwise over 30 minutes with stirring at 15°-20° C. The mixture is then stirred at ambient temperature for 3 hours. The precipitated dicyclohexylurea is removed by filtration and the pyridine removed from the filtrate by evaporation in vacuo. Addition of water to the residue...